Dataset: the Open Reaction Database (ORD), a public repository of structured organic reaction records. Task: describe an organic reaction: reactants, conditions, products, and yield The reactants are O=C([O-])[O-], CO, [K+], [K+], COC(=O)c1ccc(OCc2ccsc2)cc1OCOCC[Si](C)(C)C. Product: C[Si](C)(C)CCOCOc1cc(OCc2ccsc2)ccc1C(=O)O. RXN SMILES: [C:27](=[O:28])([O-:29])[O-:30].[CH3:33][OH:34].[K+:31].[K+:32].[s:1]1[cH:2][c:3]([CH2:6][O:7][c:8]2[cH:9][c:10]([O:18][CH2:19][O:20][CH2:21][CH2:22][Si:23]([CH3:24])([CH3:25])[CH3:26])[c:11]([C:12](=[O:13])[O:14][CH3:15])[cH:16][cH:17]2)[cH:4][cH:5]1>>[s:1]1[cH:2][c:3]([CH2:6][O:7][c:8]2[cH:9][c:10]([O:18][CH2:19][O:20][CH2:21][CH2:22][Si:23]([CH3:24])([CH3:25])[CH3:26])[c:11]([C:12](=[O:13])[OH:14])[cH:16][cH:17]2)[cH:4][cH:5]1. Reactants: Cl (HCl), Cl.C(C)(=O)OC1C(SC2=C(N(C1=O)CCN(C)C)C=CC=C2)C2=CC=C(C=C2)OC (3-acetoxy-5-(2-dimethylaminoethyl)-2,3-dihydro-2-(4-methoxyphenyl)-1,5-benzothiazepin-4(5H)-one hydrochloride). The product is CC(=O)O[C@@H]1[C@@H](SC=2C=CC=CC2N(C1=O)CCN(C)C)C=3C=CC(=CC3)OC (Diltiazem). As a reaction SMILES: Cl.Cl.[C:3]([O:6][CH:7]1[C:13](=[O:14])[N:12]([CH2:15][CH2:16][N:17]([CH3:19])[CH3:18])[C:11]2[CH:20]=[CH:21][CH:22]=[CH:23][C:10]=2[S:9][CH:8]1[C:24]1[CH:29]=[CH:28][C:27]([O:30][CH3:31])=[CH:26][CH:25]=1)(=[O:5])[CH3:4]>>[CH3:4][C:3]([O:6][C@H:7]1[C:13](=[O:14])[N:12]([CH2:15][CH2:16][N:17]([CH3:19])[CH3:18])[C:11]2[CH:20]=[CH:21][CH:22]=[CH:23][C:10]=2[S:9][C@H:8]1[C:24]1[CH:29]=[CH:28][C:27]([O:30][CH3:31])=[CH:26][CH:25]=1)=[O:5] |f:1.2|. Procedure details: HCl: 3-acetoxy-5-(2-dimethylaminoethyl)-2,3-dihydro-2-(4-methoxyphenyl)-1,5-benzothiazepin-4(5H)-one hydrochloride The reactants are Cc1cc(-c2cccc(C(F)(F)F)c2)cc(-c2cccnc2)c1C(=O)O, [Cl-], C1CCN(C2CCNCC2)C1. Product: Cc1cc(-c2cccc(C(F)(F)F)c2)cc(-c2cccnc2)c1C(=O)N1CCC(N2CCCC2)CC1. Reaction SMILES: [CH3:1][c:2]1[c:3]([C:24](=[O:25])[OH:26])[c:4](-[c:18]2[cH:19][n:20][cH:21][cH:22][cH:23]2)[cH:5][c:6](-[c:8]2[cH:9][c:10]([C:14]([F:15])([F:16])[F:17])[cH:11][cH:12][cH:13]2)[cH:7]1.[Cl-:27].[N:28]1([CH:33]2[CH2:34][CH2:35][NH:36][CH2:37][CH2:38]2)[CH2:29][CH2:30][CH2:31][CH2:32]1>>[CH3:1][c:2]1[c:3]([C:24](=[O:25])[N:36]2[CH2:35][CH2:34][CH:33]([N:28]3[CH2:29][CH2:30][CH2:31][CH2:32]3)[CH2:38][CH2:37]2)[c:4](-[c:18]2[cH:19][n:20][cH:21][cH:22][cH:23]2)[cH:5][c:6](-[c:8]2[cH:9][c:10]([C:14]([F:15])([F:16])[F:17])[cH:11][cH:12][cH:13]2)[cH:7]1. The reactants are CS, CC(=S)OC(OC(=O)C(C)C)C(C)C, CC=O, [O-]Cl, [Na+], O=P([O-])([O-])[O-]. Yields the product CC(=S)OC(C)OC(=O)C(C)C. As a reaction SMILES: [CH3:4][SH:5].[CH3:9][CH:10]([C:11](=[O:12])[O:13][CH:14]([CH:15]([CH3:16])[CH3:17])[O:18][C:19](=[S:20])[CH3:21])[CH3:22].[CH:6](=[O:7])[CH3:8].[Cl:1][O-:2].[Na+:3].[O-:23][P:24](=[O:25])([O-:26])[O-:27]>>[CH3:9][CH:10]([C:11](=[O:12])[O:13][CH:14]([CH3:15])[O:18][C:19](=[S:20])[CH3:21])[CH3:22]. The reactants are C(N)(=N)C1CCN(CC1)C(=O)OC(C)(C)C (tert-butyl 4-carbamimidoylpiperidine-1-carboxylate), S1C(=NC2=C1C=CC=C2)C(C(=O)OCC)C(=O)OCC (1,3-diethyl 2-(1,3-benzothiazol-2-yl)propanedioate). Run in C1(=CC=CC=C1)C (toluene). Reaction conditions: temperature 120 celsius. Yields the product S1C(=NC2=C1C=CC=C2)C=2C(=NC(=NC2O)C2CCN(CC2)C(=O)OC(C)(C)C)O (tert-butyl 4-[5-(1,3-benzothiazol-2-yl)-4,6-dihydroxypyrimidin-2-yl]piperidine-1-carboxylate). Yield: 68.2%. RXN SMILES: [C:1]([CH:4]1[CH2:9][CH2:8][N:7]([C:10]([O:12][C:13]([CH3:16])([CH3:15])[CH3:14])=[O:11])[CH2:6][CH2:5]1)(=[NH:3])[NH2:2].[S:17]1[C:21]2[CH:22]=[CH:23][CH:24]=[CH:25][C:20]=2[N:19]=[C:18]1[CH:26]([C:32](OCC)=[O:33])[C:27](OCC)=[O:28]>C1(C)C=CC=CC=1>[S:17]1[C:21]2[CH:22]=[CH:23][CH:24]=[CH:25][C:20]=2[N:19]=[C:18]1[C:26]1[C:32]([OH:33])=[N:3][C:1]([CH:4]2[CH2:9][CH2:8][N:7]([C:10]([O:12][C:13]([CH3:16])([CH3:15])[CH3:14])=[O:11])[CH2:6][CH2:5]2)=[N:2][C:27]=1[OH:28]. Procedure: A mixture of tert-butyl 4-carbamimidoylpiperidine-1-carboxylate (35 g, 153.98 mmol, 1.00 equiv) and 1,3-diethyl 2-(1,3-benzothiazol-2-yl)propanedioate (49.7 g, 169.43 mmol, 1.10 equiv) in toluene (500 ml) was heated overnight at 120° C. in an oil bath under nitrogen. After cooled to room temperature, the solid was collected by filtration. 45 g of tert-butyl 4-[5-(1,3-benzothiazol-2-yl)-4,6-dihydroxypyrimidin-2-yl]piperidine-1-carboxylate was obtained as a light yellow solid. MS m/z [M+H]+ (ESI):... Reactants: [N+](=O)([O-])C=1C=C(C(=CC1)N)N (4-nitrobenzene-1,2-diamine), BrC=1C=C(C=CC1)C(CC(=O)OCC)=O (ethyl 3-(3-bromophenyl)-3-oxopropanoate). The solvent is C(C)(=O)O (acetic acid). Product: BrC=1C=C(C=CC1)C1=NC2=C(NC(C1)=O)C=C(C=C2)[N+](=O)[O-] (4-(3-bromophenyl)-8-nitro-1H-benzo[b][1,4]diazepin-2(3H)-one). Procedure details: To a stirred solution of 4-nitrobenzene-1,2-diamine 2 (1.0 g, 6.53 mmol) in acetic acid (20 mL) was added ethyl 3-(3-bromophenyl)-3-oxopropanoate 1 (1.75 g, 6.53 mmol) at RT under inert atmosphere. The resulting reaction mixture was heated to 110° C. and stirred for 12 h. After complete consumption of the starting material (by TLC), the reaction mixture was cooled to RT and diluted with water (100 mL) and extracted with EtOAc (3×50 mL). The combined organic extracts were dried over anhydrous Na2... RXN SMILES: [N+:1]([C:4]1[CH:5]=[C:6]([NH2:11])[C:7]([NH2:10])=[CH:8][CH:9]=1)([O-:3])=[O:2].[Br:12][C:13]1[CH:14]=[C:15]([C:19](=O)[CH2:20][C:21](OCC)=[O:22])[CH:16]=[CH:17][CH:18]=1>C(O)(=O)C>[Br:12][C:13]1[CH:14]=[C:15]([C:19]2[CH2:20][C:21](=[O:22])[NH:11][C:6]3[CH:5]=[C:4]([N+:1]([O-:3])=[O:2])[CH:9]=[CH:8][C:7]=3[N:10]=2)[CH:16]=[CH:17][CH:18]=1. Conditions: temperature 110 celsius, time 12 hour. The yield is 38.7%. Starting materials: C1CCOC1, CCOC(C)=O, COC(=O)c1cccc(CCC2CCN(C(=O)OC(C)(C)C)CC2)c1, [Na+], [OH-]. Product: CC(C)(C)OC(=O)N1CCC(CCc2cccc(C(=O)O)c2)CC1. As a reaction SMILES: [CH2:3]1[O:4][CH2:5][CH2:6][CH2:7]1.[CH3:33][CH2:34][O:35][C:36]([CH3:37])=[O:38].[CH3:8][O:9][C:10](=[O:11])[c:12]1[cH:13][c:14]([CH2:18][CH2:19][CH:20]2[CH2:21][CH2:22][N:23]([C:26](=[O:27])[O:28][C:29]([CH3:30])([CH3:31])[CH3:32])[CH2:24][CH2:25]2)[cH:15][cH:16][cH:17]1.[Na+:2].[OH-:1]>>[O:9]=[C:10]([OH:11])[c:12]1[cH:13][c:14]([CH2:18][CH2:19][CH:20]2[CH2:21][CH2:22][N:23]([C:26](=[O:27])[O:28][C:29]([CH3:30])([CH3:31])[CH3:32])[CH2:24][CH2:25]2)[cH:15][cH:16][cH:17]1.